From a dataset of the Open Reaction Database (ORD), a public repository of structured organic reaction records. describe an organic reaction: reactants, conditions, products, and yield Reactants: C[C@@H]1CN(C[C@@H](O1)C)CC=1SC=C(N1)C(=O)NC1=C2C=NN(C2=CC(=C1)B1OC(CC(O1)(C)C)(C)C)C (2-{[(2R,6S)-2,6-Dimethyl-4-morpholinyl]methyl}-N-[1-methyl-6-(4,4,6,6-tetramethyl-1,3,2-dioxaborinan-2-yl)-1H-indazol-4-yl]-1,3-thiazole-4-carboxamide), BrC=1C=C(C(=NC1)Cl)NS(=O)(=O)C (N-(5-bromo-2-chloro-3-pyridinyl)methanesulfonamide), P(=O)([O-])([O-])[O-].[K+].[K+].[K+] (tripotassium phosphate), O1CCOCC1 (1,4-dioxane). Reagents/catalysts: C1=CC=C(C=C1)P([C-]2C=CC=C2)C3=CC=CC=C3.C1=CC=C(C=C1)P([C-]2C=CC=C2)C3=CC=CC=C3.Cl[Pd]Cl.[Fe+2] (Pd(dppf)Cl2). The solvent is O (water). Run at temperature 100 celsius. The product is ClC1=C(C=C(C=N1)C1=CC(=C2C=NN(C2=C1)C)NC(=O)C=1N=C(SC1)CN1C[C@H](O[C@H](C1)C)C)NS(=O)(=O)C (N-(6-{6-Chloro-5-[(methylsulfonyl)amino]-3-pyridinyl}-1-methyl-1H-indazol-4-yl)-2-{[(2R,6S)-2,6-dimethyl-4-morpholinyl]methyl}-1,3-thiazole-4-carboxamide). Isolated yield 48.4%. Reaction SMILES: [CH3:1][C@H:2]1[O:7][C@@H:6]([CH3:8])[CH2:5][N:4]([CH2:9][C:10]2[S:11][CH:12]=[C:13]([C:15]([NH:17][C:18]3[CH:26]=[C:25](B4OC(C)(C)CC(C)(C)O4)[CH:24]=[C:23]4[C:19]=3[CH:20]=[N:21][N:22]4[CH3:37])=[O:16])[N:14]=2)[CH2:3]1.Br[C:39]1[CH:40]=[C:41]([NH:46][S:47]([CH3:50])(=[O:49])=[O:48])[C:42]([Cl:45])=[N:43][CH:44]=1.P([O-])([O-])([O-])=O.[K+].[K+].[K+].O1CCOCC1>C1C=CC(P(C2C=CC=CC=2)[C-]2C=CC=C2)=CC=1.C1C=CC(P(C2C=CC=CC=2)[C-]2C=CC=C2)=CC=1.Cl[Pd]Cl.[Fe+2].O>[Cl:45][C:42]1[N:43]=[CH:44][C:39]([C:25]2[CH:24]=[C:23]3[C:19]([CH:20]=[N:21][N:22]3[CH3:37])=[C:18]([NH:17][C:15]([C:13]3[N:14]=[C:10]([CH2:9][N:4]4[CH2:5][C@H:6]([CH3:8])[O:7][C@H:2]([CH3:1])[CH2:3]4)[S:11][CH:12]=3)=[O:16])[CH:26]=2)=[CH:40][C:41]=1[NH:46][S:47]([CH3:50])(=[O:49])=[O:48] |f:2.3.4.5,7.8.9.10|. Reported procedure: 2-{[(2R,6S)-2,6-Dimethyl-4-morpholinyl]methyl}-N-[1-methyl-6-(4,4,6,6-tetramethyl-1,3,2-dioxaborinan-2-yl)-1H-indazol-4-yl]-1,3-thiazole-4-carboxamide (50 mg), N-(5-bromo-2-chloro-3-pyridinyl)methanesulfonamide (27 mg), tripotassium phosphate (61 mg) and Pd(dppf)Cl2 (7 mg) were added to 1,4-dioxane (0.5 ml) and water (0.5 ml) and heated under microwave irradiation for 10 min at 100° C. The reaction was passed through a 2 g silica SPE cartridge, washing with MeOH then evaporating to dryness. The ...